Dataset: the Open Reaction Database (ORD), a public repository of structured organic reaction records. Task: describe an organic reaction: reactants, conditions, products, and yield Reactants: CCO, [K+], CCOC(=O)N1CCc2ncc(N)nc2CC1, [OH-]. Product: Nc1cnc2c(n1)CCNCC2. As a reaction SMILES: [CH3:20][CH2:21][OH:22].[K+:19].[NH2:1][c:2]1[cH:3][n:4][c:5]2[c:6]([n:17]1)[CH2:7][CH2:8][N:9]([C:12]([O:13][CH2:14][CH3:15])=[O:16])[CH2:10][CH2:11]2.[OH-:18]>>[NH2:1][c:2]1[cH:3][n:4][c:5]2[c:6]([n:17]1)[CH2:7][CH2:8][NH:9][CH2:10][CH2:11]2. The reactants are COC(CC1=CC(=CC(=C1)OC1=C(C=C(C=C1)[N+](=O)[O-])CO)Cl)=O ([3-chloro-5-(2-hydroxymethyl-4-nitro-phenoxy)-phenyl]-acetic acid methyl ester), P(Br)(Br)Br (phosphorus tribromide). Run in COCCOC (DME). Run at time 1 hour. Yields the product COC(CC1=CC(=CC(=C1)Cl)OC1=C(C=C(C=C1)[N+](=O)[O-])CBr)=O ([3-(2-Bromomethyl-4-nitro-phenoxy)-5-chloro-phenyl]-acetic acid methyl ester). As a reaction SMILES: [CH3:1][O:2][C:3](=[O:24])[CH2:4][C:5]1[CH:10]=[C:9]([O:11][C:12]2[CH:17]=[CH:16][C:15]([N+:18]([O-:20])=[O:19])=[CH:14][C:13]=2[CH2:21]O)[CH:8]=[C:7]([Cl:23])[CH:6]=1.P(Br)(Br)[Br:26]>COCCOC>[CH3:1][O:2][C:3](=[O:24])[CH2:4][C:5]1[CH:6]=[C:7]([Cl:23])[CH:8]=[C:9]([O:11][C:12]2[CH:17]=[CH:16][C:15]([N+:18]([O-:20])=[O:19])=[CH:14][C:13]=2[CH2:21][Br:26])[CH:10]=1. Reported procedure: To a solution of [3-chloro-5-(2-hydroxymethyl-4-nitro-phenoxy)-phenyl]-acetic acid methyl ester (2.4 g, 6.8 mmol) in DME (20 mL) was added phosphorus tribromide (0.97 mL, 10.2 mmol), and the reaction was stirred for 1 hour at room temperature. After work-up with EtOAc and H2O, the crude material was purified by silica gel chromatography to give the title compound. Starting materials: C(C)C1=C(C(=CC=C1)CC)N1C(N=C(N=C1)N)=O (1-(2',6'-diethylphenyl)-4-amino-1,2-dihydro-1,3,5-triazin-2-one), COC(N(C)C)OC (N,N-dimethylformamide dimethylacetal). The solvent is CC#N (CH3CN). Run at time 8 hour. The product is C(C)C1=C(C(=CC=C1)CC)N1C(N=C(N=C1)N=CN(C)C)=O (1-(2',6'-diethylphenyl)-4-dimethylaminomethylene amino-1,2-dihydro-1,3,5-triazin-2-one). As a reaction SMILES: [CH2:1]([C:3]1[CH:8]=[CH:7][CH:6]=[C:5]([CH2:9][CH3:10])[C:4]=1[N:11]1[CH:16]=[N:15][C:14]([NH2:17])=[N:13][C:12]1=[O:18])[CH3:2].CO[CH:21](OC)[N:22]([CH3:24])[CH3:23]>CC#N>[CH2:1]([C:3]1[CH:8]=[CH:7][CH:6]=[C:5]([CH2:9][CH3:10])[C:4]=1[N:11]1[CH:16]=[N:15][C:14]([N:17]=[CH:21][N:22]([CH3:24])[CH3:23])=[N:13][C:12]1=[O:18])[CH3:2]. Procedure: 1-(2',6'-diethylphenyl)-4-amino-1,2-dihydro-1,3,5-triazin-2-one (5.9 g, 20 mmo) is combined with 30 ml of CH3CN, none of the solid dissolves. To this is added 1.19 g (10 mmol) of N,N-dimethylformamide dimethylacetal. The solid dissolves within seconds. The reaction solution was stirred overnight. The reactants are N1C(=NC2=C1C=CC=C2)NC2CCN(CC2)C(=O)OCC ((1H-benzimidazol-2-yl)-(1-ethoxycarbonyl-piperidin-4-yl)amine), Br (hydrobromic acid), I (hydriodic acid). Run at temperature 90 celsius, time 1.5 hour. The product is I.N1C(=NC2=C1C=CC=C2)NC2CCNCC2 ((1H-benzimidazol-2-yl)(piperidin-4-yl)amine Hydriodic Acid Salt). Reaction SMILES: [NH:1]1[C:5]2[CH:6]=[CH:7][CH:8]=[CH:9][C:4]=2[N:3]=[C:2]1[NH:10][CH:11]1[CH2:16][CH2:15][N:14](C(OCC)=O)[CH2:13][CH2:12]1.Br.[IH:23]>>[IH:23].[NH:1]1[C:5]2[CH:6]=[CH:7][CH:8]=[CH:9][C:4]=2[N:3]=[C:2]1[NH:10][CH:11]1[CH2:16][CH2:15][NH:14][CH2:13][CH2:12]1 |f:3.4|. Procedure: Combine (1H-benzimidazol-2-yl)-(1-ethoxycarbonyl-piperidin-4-yl)amine (4.63 g, 16 mmol) and 48% hydrobromic acid (75 mL). Heat to reflux. After 1.5 hours, cool and evaporate in vacuo to give a solid. Add 47% hydriodic acid (30 mL) and heat at about 90° C. After 30 minutes cool to obtain a solid. Collect the solid by filtration, rinse with ethanol and diethyl ether, and dry to give the title compound: mp; >290° C. Starting materials: O=c1cc(C(F)(F)F)cc(-c2ccc(Cl)cc2)[nH]1, O=P(Br)(Br)Br. The product is FC(F)(F)c1cc(Br)nc(-c2ccc(Cl)cc2)c1. Reaction SMILES: [Cl:1][c:2]1[cH:3][cH:4][c:5](-[c:8]2[cH:9][c:10]([C:15]([F:16])([F:17])[F:18])[cH:11][c:12](=[O:14])[nH:13]2)[cH:6][cH:7]1.[P:19]([Br:20])([Br:21])([Br:22])=[O:23]>>[Cl:1][c:2]1[cH:3][cH:4][c:5](-[c:8]2[cH:9][c:10]([C:15]([F:16])([F:17])[F:18])[cH:11][c:12]([Br:21])[n:13]2)[cH:6][cH:7]1. The product is Cc1ccc(-c2ccc(C(C)N3CCC(CCCO)(c4ccc(F)cc4)OC3=O)cc2)c(C)n1. Starting materials: CC(c1ccc(Br)cc1)N1CCC(CCCO)(c2ccc(F)cc2)OC1=O, Cc1ccc(Br)c(C)n1. RXN SMILES: [Br:1][c:2]1[cH:3][cH:4][c:5]([CH:8]([CH3:9])[N:10]2[C:11](=[O:27])[O:12][C:13]([CH2:16][CH2:17][CH2:18][OH:19])([c:20]3[cH:21][cH:22][c:23]([F:26])[cH:24][cH:25]3)[CH2:14][CH2:15]2)[cH:6][cH:7]1.[Br:28][c:29]1[c:30]([CH3:36])[n:31][c:32]([CH3:35])[cH:33][cH:34]1>>[c:2]1(-[c:29]2[c:30]([CH3:36])[n:31][c:32]([CH3:35])[cH:33][cH:34]2)[cH:3][cH:4][c:5]([CH:8]([CH3:9])[N:10]2[C:11](=[O:27])[O:12][C:13]([CH2:16][CH2:17][CH2:18][OH:19])([c:20]3[cH:21][cH:22][c:23]([F:26])[cH:24][cH:25]3)[CH2:14][CH2:15]2)[cH:6][cH:7]1. Starting materials: O1CCOCC1 (1,4-Dioxane), BrC1=C(SC2=NC(=CC(=C21)NS(=O)(=O)C2=CC(=CC=C2)Cl)C)C=2C=NN(C2)C(=O)OC(C)(C)C (1,1-dimethylethyl 4-(3-bromo-4-{[(3-chlorophenyl)sulfonyl]amino}-6-methylthieno[2,3-b]pyridin-2-yl)-1H-pyrazole-1-carboxylate), COC=1C=C(C=C(C1)OC)B1OC(C)(C)C(C)(C)O1 (3,5-dimethoxyphenylboronic acid pinacol ester), C([O-])([O-])=O.[K+].[K+] (potassium carbonate). The reagents and catalysts are C=1C=CC(=CC1)[P](C=2C=CC=CC2)(C=3C=CC=CC3)[Pd]([P](C=4C=CC=CC4)(C=5C=CC=CC5)C=6C=CC=CC6)([P](C=7C=CC=CC7)(C=8C=CC=CC8)C=9C=CC=CC9)[P](C=1C=CC=CC1)(C=1C=CC=CC1)C=1C=CC=CC1 (tetrakis(triphenylphosphine)palladium(0)). Solvent: O (water), CN(C)C=O (DMF). Reaction conditions: temperature 110 celsius. Yields the product COC=1C=C(C=C(C1)OC)C1=C(SC2=NC(=CC(=C21)NS(=O)(=O)C2=CC(=CC=C2)Cl)C)C=2C=NNC2 (N-[3-[3,5-Bis(methyloxy)phenyl]-6-methyl-2-(1H-pyrazol-4-yl)thieno[2,3-b]pyridin-4-yl]-3-chlorobenzenesulfonamide). The yield is 48.6%. Reaction SMILES: Br[C:2]1[C:10]2[C:5](=[N:6][C:7]([CH3:22])=[CH:8][C:9]=2[NH:11][S:12]([C:15]2[CH:20]=[CH:19][CH:18]=[C:17]([Cl:21])[CH:16]=2)(=[O:14])=[O:13])[S:4][C:3]=1[C:23]1[CH:24]=[N:25][N:26](C(OC(C)(C)C)=O)[CH:27]=1.[CH3:35][O:36][C:37]1[CH:38]=[C:39](B2OC(C)(C)C(C)(C)O2)[CH:40]=[C:41]([O:43][CH3:44])[CH:42]=1.C(=O)([O-])[O-].[K+].[K+].O1CCOCC1>C1C=CC([P]([Pd]([P](C2C=CC=CC=2)(C2C=CC=CC=2)C2C=CC=CC=2)([P](C2C=CC=CC=2)(C2C=CC=CC=2)C2C=CC=CC=2)[P](C2C=CC=CC=2)(C2C=CC=CC=2)C2C=CC=CC=2)(C2C=CC=CC=2)C2C=CC=CC=2)=CC=1.O.CN(C=O)C>[CH3:35][O:36][C:37]1[CH:38]=[C:39]([C:2]2[C:10]3[C:5](=[N:6][C:7]([CH3:22])=[CH:8][C:9]=3[NH:11][S:12]([C:15]3[CH:20]=[CH:19][CH:18]=[C:17]([Cl:21])[CH:16]=3)(=[O:13])=[O:14])[S:4][C:3]=2[C:23]2[CH:27]=[N:26][NH:25][CH:24]=2)[CH:40]=[C:41]([O:43][CH3:44])[CH:42]=1 |f:2.3.4,^1:69,71,90,109|. Reported procedure: A mixture of 1,1-dimethylethyl 4-(3-bromo-4-{[(3-chlorophenyl)sulfonyl]amino}-6-methylthieno[2,3-b]pyridin-2-yl)-1H-pyrazole-1-carboxylate (Description 75) (100 mg, 0.171 mmol), 3,5-dimethoxyphenylboronic acid pinacol ester (90 mg, 0.343 mmol), potassium carbonate (95 mg, 0.685 mmol) and tetrakis(triphenylphosphine)palladium(0) (3.96 mg, 3.43 μmol) were weighed into a microwave vial. 1,4-Dioxane (1.5 mL), DMF (0.75 mL) and water (0.38 mL) were added and the mixture heated in a microwave at 110° ... Reactants: CCOC(=O)C(Cc1ccc(O)cc1)OCC, CC(=CCO)c1ccc(-c2ccc(F)cc2)cc1. Product: CCOC(=O)C(Cc1ccc(OCC=C(C)c2ccc(-c3ccc(F)cc3)cc2)cc1)OCC. Reaction SMILES: [CH2:19]([CH3:20])[O:21][CH:22]([C:23](=[O:24])[O:25][CH2:26][CH3:27])[CH2:28][c:29]1[cH:30][cH:31][c:32]([OH:35])[cH:33][cH:34]1.[F:1][c:2]1[cH:3][cH:4][c:5](-[c:8]2[cH:9][cH:10][c:11]([C:14](=[CH:15][CH2:16][OH:17])[CH3:18])[cH:12][cH:13]2)[cH:6][cH:7]1>>[F:1][c:2]1[cH:3][cH:4][c:5](-[c:8]2[cH:9][cH:10][c:11]([C:14](=[CH:15][CH2:16][O:17][c:32]3[cH:31][cH:30][c:29]([CH2:28][CH:22]([O:21][CH2:19][CH3:20])[C:23](=[O:24])[O:25][CH2:26][CH3:27])[cH:34][cH:33]3)[CH3:18])[cH:12][cH:13]2)[cH:6][cH:7]1. Reactants: [BH4-].[Na+] (sodium borohydride), FC=1C=C(C=O)C=C(C1OC)F (3,5-Difluoro-4-methoxybenzaldehyde), COC(CN)OC (aminoacetaldehyde dimethyl acetal). Run in C(C)O (ethyl alcohol). Run at temperature 100 celsius, time 8 hour. The product is COC(CNCC1=CC(=C(C(=C1)F)OC)F)OC (N-(3,5-difluoro-4-methoxybenzyl)-aminoacetaldehyde dimethyl acetal). Yield: 96.5%. Reaction SMILES: [F:1][C:2]1[CH:3]=[C:4]([CH:7]=[C:8]([F:12])[C:9]=1[O:10][CH3:11])[CH:5]=O.[CH3:13][O:14][CH:15]([O:18][CH3:19])[CH2:16][NH2:17].[BH4-].[Na+]>C(O)C>[CH3:13][O:14][CH:15]([O:18][CH3:19])[CH2:16][NH:17][CH2:5][C:4]1[CH:3]=[C:2]([F:1])[C:9]([O:10][CH3:11])=[C:8]([F:12])[CH:7]=1 |f:2.3|. Procedure: 3,5-Difluoro-4-methoxybenzaldehyde (3.38 g, 0.0196 mole) was added to aminoacetaldehyde dimethyl acetal (2.14 ml, 0.0196 mole) and the mixture was heated at 100° C. for 2 hours. The reaction mixture was cooled in ice, diluted with ethyl alcohol (35 ml), and sodium borohydride (0.743 g., 0.0196 mole) was added and the mixture was stirred overnight at 25° C. The solvent was removed under reduced pressure, the residue was dissolved in ethyl acetate, and the solution was washed with water and brine ...